Dataset: the Open Reaction Database (ORD), a public repository of structured organic reaction records. Task: describe an organic reaction: reactants, conditions, products, and yield Reactants: CC[O-], CCO, Nc1c(F)c(F)cc(C(=O)O)c1[N+](=O)[O-], [Na+]. The product is CCOc1cc(C(=O)O)c([N+](=O)[O-])c(N)c1F. RXN SMILES: [CH3:16][CH2:17][O-:18].[CH3:20][CH2:21][OH:22].[NH2:1][c:2]1[c:3]([N+:13](=[O:14])[O-:15])[c:4]([C:5](=[O:6])[OH:7])[cH:8][c:9]([F:12])[c:10]1[F:11].[Na+:19]>>[NH2:1][c:2]1[c:3]([N+:13](=[O:14])[O-:15])[c:4]([C:5](=[O:6])[OH:7])[cH:8][c:9]([O:18][CH2:17][CH3:16])[c:10]1[F:11]. The reactants are CO, CCO, [H][H], CC(C)(C)OC(=O)N1CCCCC(NC(c2ccccc2)(c2ccccc2)c2ccccc2)C1. Product: CC(C)(C)OC(=O)N1CCCCC(N)C1. Reaction SMILES: [CH3:35][OH:36].[CH3:39][CH2:40][OH:41].[H:37][H:38].[c:1]1([C:2]([c:3]2[cH:4][cH:5][cH:6][cH:7][cH:8]2)([c:9]2[cH:10][cH:11][cH:12][cH:13][cH:14]2)[NH:20][CH:21]2[CH2:22][N:23]([C:28](=[O:29])[O:30][C:31]([CH3:32])([CH3:33])[CH3:34])[CH2:24][CH2:25][CH2:26][CH2:27]2)[cH:15][cH:16][cH:17][cH:18][cH:19]1>>[NH2:20][CH:21]1[CH2:22][N:23]([C:28](=[O:29])[O:30][C:31]([CH3:32])([CH3:33])[CH3:34])[CH2:24][CH2:25][CH2:26][CH2:27]1. Starting materials: O=C([O-])[O-], CC#N, ClCc1ccc(Cl)nc1, [K+], [K+], O=[N+]([O-])N=C1NCCS1. Yields the product O=[N+]([O-])N=C1SCCN1Cc1ccc(Cl)nc1. Reaction SMILES: [C:10](=[O:11])([O-:12])[O-:13].[CH3:25][C:26]#[N:27].[Cl:16][c:17]1[n:18][cH:19][c:20]([CH2:23][Cl:24])[cH:21][cH:22]1.[K+:14].[K+:15].[N+:1](=[O:2])([O-:3])[N:4]=[C:5]1[S:6][CH2:7][CH2:8][NH:9]1>>[N+:1](=[O:2])([O-:3])[N:4]=[C:5]1[S:6][CH2:7][CH2:8][N:9]1[CH2:23][c:20]1[cH:19][n:18][c:17]([Cl:16])[cH:22][cH:21]1. The reactants are CCNc1c(OC)cc(C(=O)OC)cc1OC, CS(C)(=O)=O, CC(=O)O, CS(C)=O, [H-], [Na+], O. Yields the product CCNc1c(OC)cc(C(=O)CS(C)(=O)=O)cc1OC. As a reaction SMILES: [CH3:12][O:13][C:14]([c:15]1[cH:16][c:17]([O:26][CH3:27])[c:18]([NH:23][CH2:24][CH3:25])[c:19]([O:21][CH3:22])[cH:20]1)=[O:28].[CH3:1][S:2](=[O:3])(=[O:4])[CH3:5].[CH3:30][C:31](=[O:32])[OH:33].[CH3:8][S:9]([CH3:10])=[O:11].[H-:6].[Na+:7].[OH2:29]>>[CH2:1]([S:2](=[O:3])(=[O:4])[CH3:5])[C:14](=[O:13])[c:15]1[cH:16][c:17]([O:26][CH3:27])[c:18]([NH:23][CH2:24][CH3:25])[c:19]([O:21][CH3:22])[cH:20]1. Reaction SMILES: [CH:32]([N:33]([CH2:34][CH3:35])[CH:36]([CH3:37])[CH3:38])([CH3:39])[CH3:40].[Cl:17][c:18]1[cH:19][cH:20][c:21]([NH:24][CH2:25][CH2:26][N:27]([CH2:28][CH3:29])[CH2:30][CH3:31])[cH:22][cH:23]1.[Cl:1][C:2](=[O:3])[N:4]1[CH2:5][CH2:6][N:7]([C:10](=[O:11])[O:12][C:13]([CH3:14])([CH3:15])[CH3:16])[CH2:8][CH2:9]1.[Cl:41][CH2:42][Cl:43]>>[C:2](=[O:3])([N:4]1[CH2:5][CH2:6][N:7]([C:10](=[O:11])[O:12][C:13]([CH3:14])([CH3:15])[CH3:16])[CH2:8][CH2:9]1)[N:24]([c:21]1[cH:20][cH:19][c:18]([Cl:17])[cH:23][cH:22]1)[CH2:25][CH2:26][N:27]([CH2:28][CH3:29])[CH2:30][CH3:31]. Reactants: CCN(C(C)C)C(C)C, CCN(CC)CCNc1ccc(Cl)cc1, CC(C)(C)OC(=O)N1CCN(C(=O)Cl)CC1, ClCCl. The product is CCN(CC)CCN(C(=O)N1CCN(C(=O)OC(C)(C)C)CC1)c1ccc(Cl)cc1. Starting materials: [Li+], [Na+], [Na+], C1CCOC1, [OH-], O, OO, O=S([O-])[O-], CC(C)C1COC(=O)N1C(=O)C(CC1CCCC1)c1ccc(-c2ccccc2)cc1. As a reaction SMILES: [Li+:33].[Na+:39].[Na+:40].[O:41]1[CH2:42][CH2:43][CH2:44][CH2:45]1.[OH-:34].[OH2:46].[OH:31][OH:32].[S:35]([O-:36])([O-:37])=[O:38].[c:1]1(-[c:25]2[cH:26][cH:27][cH:28][cH:29][cH:30]2)[cH:2][cH:3][c:4]([CH:7]([C:8](=[O:9])[N:10]2[CH:11]([CH:12]([CH3:13])[CH3:14])[CH2:15][O:16][C:17]2=[O:18])[CH2:19][CH:20]2[CH2:21][CH2:22][CH2:23][CH2:24]2)[cH:5][cH:6]1>>[c:1]1(-[c:25]2[cH:26][cH:27][cH:28][cH:29][cH:30]2)[cH:2][cH:3][c:4]([CH:7]([C:8]([OH:9])=[O:34])[CH2:19][CH:20]2[CH2:21][CH2:22][CH2:23][CH2:24]2)[cH:5][cH:6]1. Product: O=C(O)C(CC1CCCC1)c1ccc(-c2ccccc2)cc1. The reactants are COC(=O)N1C(C=2C=CC(=NC2CC1)Cl)=O (2-chloro-5-oxo-7,8-dihydro-5H-[1,6]naphthyridine-6-carboxylic acid methyl ester), C[O-].[Na+] (sodium methoxide). The solvent is O1CCOCC1 (1,4-dioxane). The product is ClC1=NC=2CCNC(C2C=C1)=O (2-Chloro-7,8-dihydro-6H-[1,6]naphthyridin-5-one). Isolated yield 61.3%. RXN SMILES: COC([N:5]1[CH2:14][CH2:13][C:12]2[N:11]=[C:10]([Cl:15])[CH:9]=[CH:8][C:7]=2[C:6]1=[O:16])=O.C[O-].[Na+]>O1CCOCC1>[Cl:15][C:10]1[CH:9]=[CH:8][C:7]2[C:6](=[O:16])[NH:5][CH2:14][CH2:13][C:12]=2[N:11]=1 |f:1.2|. Reported procedure: A mixture of 2-chloro-5-oxo-7,8-dihydro-5H-[1,6]naphthyridine-6-carboxylic acid methyl ester (60 mg, 0.25 mmol) and sodium methoxide (40 mg, 0.75 mmol) in 2 mL of 1,4-dioxane was subject to microwave reaction at 110° C. for 30 min. After removal of 1,4-dioxane, the residue was dissolved in DCM and the DCM solution was washed with water and brine. The organic layer was then dried over anhy. Na2SO4, filtered and concentrated in vacuo to give a crude product. Prep-TLC separation (30% EtOAc in hexan... Starting materials: Cl (Hydrochloric acid), solution, P(=O)(OC(C)(C)C)(OC(C)(C)C)OC[C@H]1N(CCC1)CCCOC1=C(C=C2C(=NC=NC2=C1)NC=1SC(=CN1)CC(=O)NC1=CC(=CC=C1)F)OC (di(tert-butyl) ((2S)-1-(3-((4-((5-(2-((3-fluorophenyl)amino)-2-oxoethyl)-1,3-thiazol-2-yl)amino)-6-methoxyquinazolin-7-yl)oxy)propyl)pyrrolidin-2-yl)methyl phosphate). The solvent is O1CCOCC1 (1,4-dioxane), O1CCOCC1 (1,4-dioxane). Reaction conditions: time 20 hour. The product is Cl.Cl.P(=O)(OC[C@H]1N(CCC1)CCCOC1=C(C=C2C(=NC=NC2=C1)NC=1SC(=CN1)CC(=O)NC1=CC(=CC=C1)F)OC)(O)O (((2S)-1-(3-((4-((5-(2-((3-fluorophenyl)amino)-2-oxoethyl)-1,3-thiazol-2-yl)amino)-6-methoxyquinazolin-7-yl)oxy)propyl)pyrrolidin-2-yl)methyl dihydrogen phosphate bis-hydrochloride). Isolated yield 97.0%. Reaction SMILES: [ClH:1].[P:2]([O:14][CH2:15][C@@H:16]1[CH2:20][CH2:19][CH2:18][N:17]1[CH2:21][CH2:22][CH2:23][O:24][C:25]1[CH:34]=[C:33]2[C:28]([C:29]([NH:35][C:36]3[S:37][C:38]([CH2:41][C:42]([NH:44][C:45]4[CH:50]=[CH:49][CH:48]=[C:47]([F:51])[CH:46]=4)=[O:43])=[CH:39][N:40]=3)=[N:30][CH:31]=[N:32]2)=[CH:27][C:26]=1[O:52][CH3:53])([O:9]C(C)(C)C)([O:4]C(C)(C)C)=[O:3]>O1CCOCC1>[ClH:1].[ClH:1].[P:2]([OH:4])([OH:9])([O:14][CH2:15][C@@H:16]1[CH2:20][CH2:19][CH2:18][N:17]1[CH2:21][CH2:22][CH2:23][O:24][C:25]1[CH:34]=[C:33]2[C:28]([C:29]([NH:35][C:36]3[S:37][C:38]([CH2:41][C:42]([NH:44][C:45]4[CH:50]=[CH:49][CH:48]=[C:47]([F:51])[CH:46]=4)=[O:43])=[CH:39][N:40]=3)=[N:30][CH:31]=[N:32]2)=[CH:27][C:26]=1[O:52][CH3:53])=[O:3] |f:3.4.5|. Reported procedure: Hydrochloric acid (10.4 ml of a 4.0 N solution in 1,4-dioxane, 41.5 mmol) was added, dropwise to a solution of di(tert-butyl) ((2S)-1-(3-((4-((5-(2-((3-fluorophenyl)amino)-2-oxoethyl)-1,3-thiazol-2-yl)amino)-6-methoxyquinazolin-7-yl)oxy)propyl)pyrrolidin-2-yl)methyl phosphate (4.49 g, 5.92 mmol) in 1,4-dioxane (180 ml) upon which a light yellow solid precipitated from the reaction mixture. The resulting heterogeneous reaction mixture was stirred for a further 20 hours before the precipitate was ...